describe an organic reaction: reactants, conditions, products, and yield From a dataset of the Open Reaction Database (ORD), a public repository of structured organic reaction records. Starting materials: O=C([O-])O, CC(C)(C)O, COc1ccc(N(CCCl)CCCl)cc1, CCCCn1c(=O)cnn(-c2ccc(N)cc2)c1=O, [Na+], O. Product: CCCCn1c(=O)cnn(-c2ccc(N3CCN(c4ccc(OC)cc4)CC3)cc2)c1=O. Reaction SMILES: [C:35](=[O:36])([O-:37])[OH:38].[CH3:40][C:41]([OH:42])([CH3:43])[CH3:44].[Cl:1][CH2:2][CH2:3][N:4]([c:5]1[cH:6][cH:7][c:8]([O:11][CH3:12])[cH:9][cH:10]1)[CH2:13][CH2:14][Cl:15].[NH2:16][c:17]1[cH:18][cH:19][c:20](-[n:23]2[n:24][cH:25][c:26](=[O:34])[n:27]([CH2:30][CH2:31][CH2:32][CH3:33])[c:28]2=[O:29])[cH:21][cH:22]1.[Na+:39].[OH2:45]>>[CH2:2]1[CH2:3][N:4]([c:5]2[cH:6][cH:7][c:8]([O:11][CH3:12])[cH:9][cH:10]2)[CH2:13][CH2:14][N:16]1[c:17]1[cH:18][cH:19][c:20](-[n:23]2[n:24][cH:25][c:26](=[O:34])[n:27]([CH2:30][CH2:31][CH2:32][CH3:33])[c:28]2=[O:29])[cH:21][cH:22]1.